From a dataset of the Open Reaction Database (ORD), a public repository of structured organic reaction records. describe an organic reaction: reactants, conditions, products, and yield The reactants are C([O-])(O)=O.[Na+] (sodium bicarbonate), COC1=CC=C(C=C1)C(C1=CC=C(C#N)C=C1)O (4-[(4-Methoxyphenyl)hydroxymethyl]benzonitrile), [I-].[Na+] (sodium iodide), Cl[Si](C)(C)Cl (dichlorodimethylsilane). Run in C(C)#N (acetonitrile). Conditions: time 60 minute. The product is COC1=CC=C(C=C1)CC1=CC=C(C#N)C=C1 (4-[(4-Methoxyphenyl)methyl]benzonitrile). Reaction SMILES: [CH3:1][O:2][C:3]1[CH:8]=[CH:7][C:6]([CH:9](O)[C:10]2[CH:17]=[CH:16][C:13]([C:14]#[N:15])=[CH:12][CH:11]=2)=[CH:5][CH:4]=1.[I-].[Na+].Cl[Si](Cl)(C)C.C(=O)(O)[O-].[Na+]>C(#N)C>[CH3:1][O:2][C:3]1[CH:4]=[CH:5][C:6]([CH2:9][C:10]2[CH:17]=[CH:16][C:13]([C:14]#[N:15])=[CH:12][CH:11]=2)=[CH:7][CH:8]=1 |f:1.2,4.5|. Reported procedure: To a mixture of 26-2 (0.622 g, 2.6 mmol) and sodium iodide (1.56 g, 10.4 mmol) in acetonitrile (7 ml) at ambient temperature in a 3-necked round bottom flask equipped with a nitrogen inlet and rubber septum was added dichlorodimethylsilane (0.63 ml, 5.2 mmol) via syringe. The resulting mixture was stirred 60 min. Saturated sodium bicarbonate solution (30 ml) was added and the mixture was extracted with ethyl acetate (2×90 ml). The combined organic fractions were washed with 10% sodium thiosulfat...